Dataset: the Open Reaction Database (ORD), a public repository of structured organic reaction records. Task: describe an organic reaction: reactants, conditions, products, and yield Reactants: CC(C)([O-])C.[K+] (potassium t-butoxide), BrCCO (2-bromoethanol), C(C(C)C)(=O)C=1C=NC2=C(C=CC=C2C1NC1=C(C=CC=C1)C)O (3-isobutyryl-4-(2-methylphenylamino)-8-hydroxyquinoline), CC(C)([O-])C.[K+] (potassium t-butoxide), BrCCO (2-bromoethanol). Solvent: O1CCCC1 (tetrahydrofuran). Reaction conditions: time 2 day. Yields the product C(C(C)C)(=O)C=1C=NC2=C(C=CC=C2C1NC1=C(C=CC=C1)C)OCCO (3-isobutyryl-4-(2-methylphenylamino)-8-(2-hydroxyethoxy)-quinoline). The yield is 39.6%. Reaction SMILES: [C:1]([C:6]1[CH:7]=[N:8][C:9]2[C:14]([C:15]=1[NH:16][C:17]1[CH:22]=[CH:21][CH:20]=[CH:19][C:18]=1[CH3:23])=[CH:13][CH:12]=[CH:11][C:10]=2[OH:24])(=[O:5])[CH:2]([CH3:4])[CH3:3].[CH3:25][C:26](C)([O-:28])C.[K+].BrCCO>O1CCCC1>[C:1]([C:6]1[CH:7]=[N:8][C:9]2[C:14]([C:15]=1[NH:16][C:17]1[CH:22]=[CH:21][CH:20]=[CH:19][C:18]=1[CH3:23])=[CH:13][CH:12]=[CH:11][C:10]=2[O:24][CH2:25][CH2:26][OH:28])(=[O:5])[CH:2]([CH3:4])[CH3:3] |f:1.2|. Procedure details: To a solution of 3-isobutyryl-4-(2-methylphenylamino)-8-hydroxyquinoline (5 g, 15.6 mmol) in dry tetrahydrofuran (250 ml) was added potassium t-butoxide (2.63 g, 23.4 mmol), followed by 2-bromoethanol (3.9 g, 31.2 mmol). The stirred mixture was heated under reflux for 16 hours, then a further quantity of potassium t-butoxide (2.63 g, 23.4 mmol) and 2-bromoethanol (3.9 g, 31.2 mmol) added, and heating continued for 2 days. The solvent was evaporated, and the residue treated with aqueous sodium bi... Starting materials: [OH-].[K+] (potassium hydroxide), OC1=CC=C(C=O)C=C1 (4-hydroxybenzaldehyde), BrCCCCCCO (6-Bromohexanol). The solvent is C(C)O (ethanol), C(C)O (ethanol). Yields the product dichloromethane petroleum ether, OCCCCCCOC1=CC=C(C=O)C=C1 (4-(6-hydroxyhexyloxy)benzaldehyde). Yield: 55.7%. As a reaction SMILES: [OH-].[K+].[OH:3][C:4]1[CH:11]=[CH:10][C:7]([CH:8]=[O:9])=[CH:6][CH:5]=1.Br[CH2:13][CH2:14][CH2:15][CH2:16][CH2:17][CH2:18][OH:19]>C(O)C>[OH:19][CH2:18][CH2:17][CH2:16][CH2:15][CH2:14][CH2:13][O:3][C:4]1[CH:11]=[CH:10][C:7]([CH:8]=[O:9])=[CH:6][CH:5]=1 |f:0.1|. Procedure details: A solution of potassium hydroxide (13.2 g) and 4-hydroxybenzaldehyde (20.6 g, 169 mmol) in ethanol (320 ml) was refluxed for 30 min. 6-Bromohexanol (24.5 g, 135 mmol) dissolved in ethanol (30 ml) were added and the reaction mixture was refluxed for 16 h. The solvent was then removed in vacuo. Dichloromethane (400 ml) was added no the residue. The organic layer was washed with aqueous sodium hydroxide (1 M, 300 ml), water (500 ml) and brine (250 ml), filtered, dried over anhydrous sodium sulfate ... Starting materials: OCC(=O)NC=1SC2=C(N1)C=CC(=C2)OC (2-(Hydroxyacetylamino)-6-methoxybenzothiazole), C(C1=CC=CC=C1)(=O)Cl (benzoyl chloride). The solvent is N1=CC=CC=C1 (pyridine). Reaction conditions: time 2 hour. Yields the product C(C1=CC=CC=C1)(=O)OCC(=O)NC=1SC2=C(N1)C=CC(=C2)OC (2-(benzoyloxyacetylamino)-6-methoxybenzothiazole). Reaction SMILES: [OH:1][CH2:2][C:3]([NH:5][C:6]1[S:7][C:8]2[CH:14]=[C:13]([O:15][CH3:16])[CH:12]=[CH:11][C:9]=2[N:10]=1)=[O:4].[C:17](Cl)(=[O:24])[C:18]1[CH:23]=[CH:22][CH:21]=[CH:20][CH:19]=1>N1C=CC=CC=1>[C:17]([O:1][CH2:2][C:3]([NH:5][C:6]1[S:7][C:8]2[CH:14]=[C:13]([O:15][CH3:16])[CH:12]=[CH:11][C:9]=2[N:10]=1)=[O:4])(=[O:24])[C:18]1[CH:23]=[CH:22][CH:21]=[CH:20][CH:19]=1. Procedure details: 2-(Hydroxyacetylamino)-6-methoxybenzothiazole (1.2 g) prepared in Example 3 is dissolved in pyridine (50 ml) and thereto is added dropwise benzoyl chloride (0.6 ml) at room temperature. After the mixture is stirred at room temperature for 2 hours, the solvent is distilled off. The resulting oil is solidified with addition of water. The obtained solids are filtered off, washed with water, then with diethyl ether, dried and recrystallized from ethanol to give the title compound (1.3 g) having the ... The reactants are COCCCCn1c(Br)ccc1C(=O)N(CC(C)C)C1CC(C(=O)N2CCOCC2)CN(C(=O)OC(C)(C)C)C1, Cc1ccccc1, CCO, [Na+], [Na+], O=C([O-])[O-], O, c1ccc(P(c2ccccc2)(c2ccccc2)[Pd](P(c2ccccc2)(c2ccccc2)c2ccccc2)(P(c2ccccc2)(c2ccccc2)c2ccccc2)P(c2ccccc2)(c2ccccc2)c2ccccc2)cc1, OB(O)c1cccnc1. Yields the product COCCCCn1c(C(=O)N(CC(C)C)C2CC(C(=O)N3CCOCC3)CN(C(=O)OC(C)(C)C)C2)ccc1-c1cccnc1. RXN SMILES: [Br:1][c:2]1[cH:3][cH:4][c:5]([C:13](=[O:14])[N:15]([CH:16]2[CH2:17][N:18]([C:30](=[O:31])[O:32][C:33]([CH3:34])([CH3:35])[CH3:36])[CH2:19][CH:20]([C:22](=[O:23])[N:24]3[CH2:25][CH2:26][O:27][CH2:28][CH2:29]3)[CH2:21]2)[CH2:37][CH:38]([CH3:39])[CH3:40])[n:6]1[CH2:7][CH2:8][CH2:9][CH2:10][O:11][CH3:12].[CH3:137][c:138]1[cH:139][cH:140][cH:141][cH:142][cH:143]1.[CH3:56][CH2:57][OH:58].[Na+:50].[Na+:51].[O-:52][C:53](=[O:54])[O-:55].[OH2:136].[cH:59]1[cH:60][cH:61][c:62]([P:63]([Pd:64]([P:65]([c:66]2[cH:67][cH:68][cH:69][cH:70][cH:71]2)([c:72]2[cH:73][cH:74][cH:75][cH:76][cH:77]2)[c:78]2[cH:79][cH:80][cH:81][cH:82][cH:83]2)([P:84]([c:85]2[cH:86][cH:87][cH:88][cH:89][cH:90]2)([c:91]2[cH:92][cH:93][cH:94][cH:95][cH:96]2)[c:97]2[cH:98][cH:99][cH:100][cH:101][cH:102]2)[P:103]([c:104]2[cH:105][cH:106][cH:107][cH:108][cH:109]2)([c:110]2[cH:111][cH:112][cH:113][cH:114][cH:115]2)[c:116]2[cH:117][cH:118][cH:119][cH:120][cH:121]2)([c:122]2[cH:123][cH:124][cH:125][cH:126][cH:127]2)[c:128]2[cH:129][cH:130][cH:131][cH:132][cH:133]2)[cH:134][cH:135]1.[n:41]1[cH:42][c:43]([B:47]([OH:48])[OH:49])[cH:44][cH:45][cH:46]1>>[c:2]1(-[c:43]2[cH:42][n:41][cH:46][cH:45][cH:44]2)[cH:3][cH:4][c:5]([C:13](=[O:14])[N:15]([CH:16]2[CH2:17][N:18]([C:30](=[O:31])[O:32][C:33]([CH3:34])([CH3:35])[CH3:36])[CH2:19][CH:20]([C:22](=[O:23])[N:24]3[CH2:25][CH2:26][O:27][CH2:28][CH2:29]3)[CH2:21]2)[CH2:37][CH:38]([CH3:39])[CH3:40])[n:6]1[CH2:7][CH2:8][CH2:9][CH2:10][O:11][CH3:12]. The reactants are Cl (HCl), BrC1=CC=C(C(=O)O)C=C1 (4-bromobenzoic acid), [Al+3].[Cl-].[Cl-].[Cl-] (AlCl3), FC1=CC=CC=C1 (1-fluorobenzene). Run in O=S(Cl)Cl (SOCl2). Reaction conditions: time 3 hour. Yields the product BrC1=CC=C(C=C1)C(=O)C1=CC=C(C=C1)F ((4-bromophenyl)(4-fluorophenyl)methanone). The yield is 87.4%. RXN SMILES: [Br:1][C:2]1[CH:10]=[CH:9][C:5]([C:6]([OH:8])=O)=[CH:4][CH:3]=1.[F:11][C:12]1[CH:17]=[CH:16][CH:15]=[CH:14][CH:13]=1.[Al+3].[Cl-].[Cl-].[Cl-].Cl>O=S(Cl)Cl>[Br:1][C:2]1[CH:3]=[CH:4][C:5]([C:6]([C:15]2[CH:16]=[CH:17][C:12]([F:11])=[CH:13][CH:14]=2)=[O:8])=[CH:9][CH:10]=1 |f:2.3.4.5|. Reported procedure: 4-bromobenzoic acid (17-a, 10 g, 0.05 mol) was dissolved in SOCl2 (100 ml) and the resulting mixture was stirred at rt for 3 hours, then concentrated under vacuum. The residue was dissolved in 1-fluorobenzene (24 g, 0.25 mol) and AlCl3 (8.24 g, 0.06 mol) was added portion-wise with stirring under N2. The resulting reaction mixture was refluxed overnight. The reaction mixture was cooled to temperature and poured into 20% HCl (1500 ml), stirred for 1 h, and the layers were separated. The aqueous l... Starting materials: ClCCl, O=C(OO)c1cccc(Cl)c1, O=C(O)c1cccc(Cl)c1, CC(C)(C)c1cc(-n2nc3ccc(Sc4ccccc4)cc3n2)c(O)c(C(C)(C)C)c1. Yields the product CC(C)(C)c1cc(-n2nc3ccc(S(=O)c4ccccc4)cc3n2)c(O)c(C(C)(C)C)c1. RXN SMILES: [CH2:53]([Cl:54])[Cl:55].[Cl:32][c:33]1[cH:34][c:35]([C:40](=[O:37])[O:41][OH:42])[cH:36][cH:38][cH:39]1.[Cl:43][c:44]1[cH:45][c:46]([C:50]([OH:51])=[O:52])[cH:47][cH:48][cH:49]1.[c:1]1([S:7][c:8]2[cH:9][c:10]3[c:11]([n:12][n:13](-[c:15]4[c:16]([OH:29])[c:17]([C:25]([CH3:26])([CH3:27])[CH3:28])[cH:18][c:19]([C:21]([CH3:22])([CH3:23])[CH3:24])[cH:20]4)[n:14]3)[cH:30][cH:31]2)[cH:2][cH:3][cH:4][cH:5][cH:6]1>>[c:1]1([S:7]([c:8]2[cH:9][c:10]3[c:11]([n:12][n:13](-[c:15]4[c:16]([OH:29])[c:17]([C:25]([CH3:26])([CH3:27])[CH3:28])[cH:18][c:19]([C:21]([CH3:22])([CH3:23])[CH3:24])[cH:20]4)[n:14]3)[cH:30][cH:31]2)=[O:37])[cH:2][cH:3][cH:4][cH:5][cH:6]1. Starting materials: OC1CCC(CC1)C(=O)OCC (ethyl 4-hydroxycyclohexanoate), [OH-].[K+] (potassium hydroxide), COC1=CC=C(CCl)C=C1 (4-Methoxybenzyl chloride). The solvent is C(C)O (ethanol). Run at temperature 70 celsius, time 6 hour. Product: OC1CCC(CC1)C(=O)OCC1=CC=C(C=C1)OC (4-Methoxybenzyl 4-hydroxycyclohexanoate). As a reaction SMILES: [OH:1][CH:2]1[CH2:7][CH2:6][CH:5]([C:8]([O:10][CH2:11][CH3:12])=[O:9])[CH2:4][CH2:3]1.[OH-].[K+].[CH3:15][O:16][C:17]1[CH:24]=[CH:23]C(CCl)=[CH:19][CH:18]=1>C(O)C>[OH:1][CH:2]1[CH2:3][CH2:4][CH:5]([C:8]([O:10][CH2:11][C:12]2[CH:23]=[CH:24][C:17]([O:16][CH3:15])=[CH:18][CH:19]=2)=[O:9])[CH2:6][CH2:7]1 |f:1.2|. Procedure: To a solution of ethyl 4-hydroxycyclohexanoate (8.61 g, 50 mmole) in 50 ml ethanol was added a solution of potassium hydroxide 85% (3.63 g, 55 mmole) and the mixture was stirred for 6 hours at 70° C. The mixture was evaporated under reduced pressure, coevaporated two times with N,N-dimethylformamide and reduced to about 100 ml. 4-Methoxybenzyl chloride (9.4 g, 60 mmole) was added and the mixture was stirred for 18 hours at 60° C. The mixture was evaporated under reduced pressure and 250 ml ethyl...